This data is from the Open Reaction Database (ORD), a public repository of structured organic reaction records. The task is: describe an organic reaction: reactants, conditions, products, and yield The reactants are CC(CC#C)(CCC=C)O[Si](C)(C)C (4-methyl-4-trimethylsilyloxy-oct-1-yn-7-ene), C(CCC)[SnH](CCCC)CCCC (tri-n-butylstannane), N(=NC(C#N)(C)C)C(C#N)(C)C (azobisisobutyronitrile). Conditions: temperature 140 celsius, time 1.5 hour. Yields the product C(CCC)[Sn](\C=C\CC(CCC=C)(O[Si](C)(C)C)C)(CCCC)CCCC (E-1-Tri-n-butylstannyl-4-methyl-4-trimethylsilyloxy-1,7-octadiene). As a reaction SMILES: [CH3:1][C:2]([O:10][Si:11]([CH3:14])([CH3:13])[CH3:12])([CH2:6][CH2:7][CH:8]=[CH2:9])[CH2:3][C:4]#[CH:5].[CH2:15]([SnH:19]([CH2:24][CH2:25][CH2:26][CH3:27])[CH2:20][CH2:21][CH2:22][CH3:23])[CH2:16][CH2:17][CH3:18].N(C(C)(C)C#N)=NC(C)(C)C#N>>[CH2:24]([Sn:19]([CH2:15][CH2:16][CH2:17][CH3:18])([CH2:20][CH2:21][CH2:22][CH3:23])/[CH:5]=[CH:4]/[CH2:3][C:2]([CH3:1])([O:10][Si:11]([CH3:13])([CH3:14])[CH3:12])[CH2:6][CH2:7][CH:8]=[CH2:9])[CH2:25][CH2:26][CH3:27]. Reported procedure: A mixture of 30 g. of 4-methyl-4-trimethylsilyloxy-oct-1-yn-7-ene, 58.66 g. of tri-n-butylstannane and 200 mg. of azobisisobutyronitrile is placed in a bath at 95° C. and stirred under argon. The mixture is heated at 140° C. for one hour and then at 140° C. under vacuum for 1.5 hours. The mixture is distilled via a Kugelrohr at 140° C., 0.06 mm to give the product as a colorless liquid. Product: OC(CCCn1ccnc1)c1ccc2ccccc2c1. Reactants: [BH4-], CO, [Na+], O, O=C(CCCn1ccnc1)c1ccc2ccccc2c1. RXN SMILES: [BH4-:21].[CH3:24][OH:25].[Na+:22].[OH2:23].[n:1]1([CH2:6][CH2:7][CH2:8][C:9](=[O:10])[c:11]2[cH:12][c:13]3[cH:14][cH:15][cH:16][cH:17][c:18]3[cH:19][cH:20]2)[cH:2][n:3][cH:4][cH:5]1>>[n:1]1([CH2:6][CH2:7][CH2:8][CH:9]([OH:10])[c:11]2[cH:12][c:13]3[cH:14][cH:15][cH:16][cH:17][c:18]3[cH:19][cH:20]2)[cH:2][n:3][cH:4][cH:5]1. Starting materials: O[C@@H]([C@@H](OC1=CC=C(C=C1)C1=CC=C(C=C1)CC(=O)O)C)CCC=1C=NC=CC1 ((1S,2R)-[4′-(2-Hydroxy-1-methyl-4-pyridin-3-yl-butoxy)-biphenyl-4-yl]acetic acid), N1CCCC1 (pyrrolidine), Cl.CN(CCCN=C=NCC)C (1-(3-dimethylaminopropyl)-3-ethylcarbodiimide hydrochloride), ON1N=NC2=C1C=CC=C2 (1-hydroxybenzotriazole). Solvent: CN(C=O)C (dimethylformamide). Conditions: time 16 hour. Product: O[C@@H]([C@@H](OC1=CC=C(C=C1)C1=CC=C(C=C1)CC(=O)N1CCCC1)C)CCC=1C=NC=CC1 ((1S,2R)-2-[4′-(2-Hydroxy-1-methyl-4-pyridin-3-yl-butoxy)biphenyl-4-yl]-1-pyrrolidin-1-ylethanone). The yield is 85.5%. Reaction SMILES: [OH:1][C@H:2]([CH2:22][CH2:23][C:24]1[CH:25]=[N:26][CH:27]=[CH:28][CH:29]=1)[C@H:3]([CH3:21])[O:4][C:5]1[CH:10]=[CH:9][C:8]([C:11]2[CH:16]=[CH:15][C:14]([CH2:17][C:18](O)=[O:19])=[CH:13][CH:12]=2)=[CH:7][CH:6]=1.[NH:30]1[CH2:34][CH2:33][CH2:32][CH2:31]1.Cl.CN(C)CCCN=C=NCC.ON1C2C=CC=CC=2N=N1>CN(C)C=O>[OH:1][C@H:2]([CH2:22][CH2:23][C:24]1[CH:25]=[N:26][CH:27]=[CH:28][CH:29]=1)[C@H:3]([CH3:21])[O:4][C:5]1[CH:10]=[CH:9][C:8]([C:11]2[CH:16]=[CH:15][C:14]([CH2:17][C:18]([N:30]3[CH2:34][CH2:33][CH2:32][CH2:31]3)=[O:19])=[CH:13][CH:12]=2)=[CH:7][CH:6]=1 |f:2.3|. Procedure details: Prepared according to the method described in Example 66. (1S,2R)-[4′-(2-Hydroxy-1-methyl-4-pyridin-3-yl-butoxy)-biphenyl-4-yl]-acetic acid (Example 55, 0.07 g),pyrrolidine (0.014 g), 1-(3-dimethylaminopropyl)-3-ethylcarbodiimide hydrochloride (0.038 g) and 1-hydroxybenzotriazole (0.027 g) were dissolved in dimethylformamide (2 ml) and stirred for 16 hours at room temperature. The dimethylformamide was removed by vacuum distillation, the residue was dissolved in dichloromethane, filtered and pur...